Task: describe an organic reaction: reactants, conditions, products, and yield. Dataset: the Open Reaction Database (ORD), a public repository of structured organic reaction records The reactants are [OH-].[Na+] (NaOH), ClC1=C(C(=O)C2=C(C=C(N2C)CC(=O)OCC)C)C=CC(=C1)Cl (ethyl 5-(2,4-dichlorobenzoyl)-1,4-dimethyl-1H-pyrrole-2-acetate), HCl ice. The solvent is C(C)O (ethanol). Yields the product ClC1=C(C(=O)C2=C(C=C(N2C)CC(=O)O)C)C=CC(=C1)Cl (5-(2,4-Dichlorobenzoyl)-1,4-dimethyl-1H-pyrrole-2-acetic Acid). Isolated yield 89.1%. RXN SMILES: [OH-].[Na+].[Cl:3][C:4]1[CH:24]=[C:23]([Cl:25])[CH:22]=[CH:21][C:5]=1[C:6]([C:8]1[N:12]([CH3:13])[C:11]([CH2:14][C:15]([O:17]CC)=[O:16])=[CH:10][C:9]=1[CH3:20])=[O:7]>C(O)C>[Cl:3][C:4]1[CH:24]=[C:23]([Cl:25])[CH:22]=[CH:21][C:5]=1[C:6]([C:8]1[N:12]([CH3:13])[C:11]([CH2:14][C:15]([OH:17])=[O:16])=[CH:10][C:9]=1[CH3:20])=[O:7] |f:0.1|. Procedure: A solution of 2.38 mL (1.1 eq) of 1N NaOH was added dropwise to a refluxing solution of 76.89 g (0.217 mole) of ethyl 5-(2,4-dichlorobenzoyl)-1,4-dimethyl-1H-pyrrole-2-acetate (3) in 750 mL absolute ethanol. The mixture was heated under reflux for 20 minutes. The reaction was poured into 3N HCl/ice and extracted three times with diethyl ether. The organics were washed with water (twice), brine, and dried (MgSO4). Evaporation of the solvent in vacuo gave a tan oil which was crystallized from acet... Starting materials: C(C1=CC=CC=C1)OC([C@H](CI)NC(=O)OC(C)(C)C)=O ((R)-2-t-butoxycarbonylamino-3-iodo-propionic acid benzyl ester), BrCCBr (1,2-dibromoethane), IC1=CC=C(C=C1)N1CC(N(S1(=O)=O)CC1=CC=C(C=C1)OC)=O (5-(4-iodo-phenyl)-2-(4-methoxy-benzyl)-1,1-dioxo-1,2,5-thiadiazolidin-3-one), C1(=C(C=CC=C1)P(C1=C(C=CC=C1)C)C1=C(C=CC=C1)C)C (tri-o-tolylphosphine), C[Si](C)(C)Cl (trimethylsilyl chloride), [Cl-].[NH4+] (ammonium chloride). Reagents/catalysts: C=1C=CC(=CC1)/C=C/C(=O)/C=C/C2=CC=CC=C2.C=1C=CC(=CC1)/C=C/C(=O)/C=C/C2=CC=CC=C2.C=1C=CC(=CC1)/C=C/C(=O)/C=C/C2=CC=CC=C2.[Pd].[Pd] (tris(dibenzylideneacetone)-dipalladium(0)). Solvent: CN(C)C=O (DMF), CN(C)C=O (DMF), CN(C)C=O (DMF), O (water). Reaction conditions: temperature 50 celsius, time 25 minute. The product is C(C1=CC=CC=C1)OC([C@H](CC1=CC=C(C=C1)N1S(N(C(C1)=O)CC1=CC=C(C=C1)OC)(=O)=O)NC(=O)OC(C)(C)C)=O ((S)-2-t-butoxycarbonylamino-3-(4-[5-(4-methoxy-benzyl)-1,1,4-trioxo-1,2,5-thiadiazolidin-2-yl]-phenyl}-propionic acid benzyl ester). RXN SMILES: BrCCBr.C[Si](Cl)(C)C.[CH2:10]([O:17][C:18](=[O:30])[C@@H:19]([NH:22][C:23]([O:25][C:26]([CH3:29])([CH3:28])[CH3:27])=[O:24])[CH2:20]I)[C:11]1[CH:16]=[CH:15][CH:14]=[CH:13][CH:12]=1.I[C:32]1[CH:37]=[CH:36][C:35]([N:38]2[S:42](=[O:44])(=[O:43])[N:41]([CH2:45][C:46]3[CH:51]=[CH:50][C:49]([O:52][CH3:53])=[CH:48][CH:47]=3)[C:40](=[O:54])[CH2:39]2)=[CH:34][CH:33]=1.C1(C)C=CC=CC=1P(C1C=CC=CC=1C)C1C=CC=CC=1C.[Cl-].[NH4+]>CN(C=O)C.C1C=CC(/C=C/C(/C=C/C2C=CC=CC=2)=O)=CC=1.C1C=CC(/C=C/C(/C=C/C2C=CC=CC=2)=O)=CC=1.C1C=CC(/C=C/C(/C=C/C2C=CC=CC=2)=O)=CC=1.[Pd].[Pd].O>[CH2:10]([O:17][C:18](=[O:30])[C@@H:19]([NH:22][C:23]([O:25][C:26]([CH3:29])([CH3:28])[CH3:27])=[O:24])[CH2:20][C:32]1[CH:33]=[CH:34][C:35]([N:38]2[CH2:39][C:40](=[O:54])[N:41]([CH2:45][C:46]3[CH:47]=[CH:48][C:49]([O:52][CH3:53])=[CH:50][CH:51]=3)[S:42]2(=[O:44])=[O:43])=[CH:36][CH:37]=1)[C:11]1[CH:16]=[CH:15][CH:14]=[CH:13][CH:12]=1 |f:5.6,8.9.10.11.12|. Procedure details: Onto zinc foil (99.9% Aldrich 35, 602-6, 775 mg, 11.85 mmol) cut in small pieces is added DMF (freshly distilled from CaH2 under argon, 4.5 mL) and 1,2-dibromoethane (0.033 mL, 0.38 mmol) under argon. The mixture is heated at 50° C. for 10 min, then allowed to cool and trimethylsilyl chloride (0.19 mL, 0.153 mmol) is added. The reaction is stirred for 25 min and a solution of (R)-2-t-butoxycarbonylamino-3-iodo-propionic acid benzyl ester (Fluka, 2.18 g, 5.37 mmol) in DMF (10 mL) is added. After ... The reactants are N[C@H](CN1C(S\C(\C1=O)=C/C=1C=C2C=NN(C2=CC1)CC1=C(C=C(C=C1)Cl)C(F)(F)F)=O)CC (3-[(2S)-2-aminobutyl]-(5Z)-5-({1-[4-chloro-2-(trifluoromethyl)benzyl]-1H-indazol-5-yl}methylidene)-1,3-thiazolidine-2,4-dione), CS(=O)(=O)Cl (methanesulfonyl chloride). Product: ClC1=CC(=C(CN2N=CC3=CC(=CC=C23)\C=C/2\C(N(C(S2)=O)C[C@H](CC)NS(=O)(=O)C)=O)C=C1)C(F)(F)F (N-[(1S)-1-{[(5Z)-5-({1-[4-Chloro-2-(trifluoromethyl)benzyl]-1H-indazol-5-yl}methylidene)-2,4-dioxo-1,3-thiazolidin-3-yl]methyl}propyl]methanesulfonamide). RXN SMILES: [NH2:1][C@@H:2]([CH2:33][CH3:34])[CH2:3][N:4]1[C:8](=[O:9])/[C:7](=[CH:10]/[C:11]2[CH:12]=[C:13]3[C:17](=[CH:18][CH:19]=2)[N:16]([CH2:20][C:21]2[CH:26]=[CH:25][C:24]([Cl:27])=[CH:23][C:22]=2[C:28]([F:31])([F:30])[F:29])[N:15]=[CH:14]3)/[S:6][C:5]1=[O:32].[CH3:35][S:36](Cl)(=[O:38])=[O:37]>>[Cl:27][C:24]1[CH:25]=[CH:26][C:21]([CH2:20][N:16]2[C:17]3[C:13](=[CH:12][C:11](/[CH:10]=[C:7]4/[C:8](=[O:9])[N:4]([CH2:3][C@@H:2]([NH:1][S:36]([CH3:35])(=[O:38])=[O:37])[CH2:33][CH3:34])[C:5](=[O:32])[S:6]/4)=[CH:19][CH:18]=3)[CH:14]=[N:15]2)=[C:22]([C:28]([F:30])([F:29])[F:31])[CH:23]=1. Procedure: N-[(1S)-1-{[(5Z)-5-({1-[4-Chloro-2-(trifluoromethyl)benzyl]-1H-indazol-5-yl}methylidene)-2,4-dioxo-1,3-thiazolidin-3-yl]methyl}propyl]methanesulfonamide was prepared from 3-[(2S)-2-aminobutyl]-(5Z)-5-({1-[4-chloro-2-(trifluoromethyl)benzyl]-1H-indazol-5-yl}methylidene)-1,3-thiazolidine-2,4-dione (Example 154) and methanesulfonyl chloride following General Procedure U.